Dataset: the Open Reaction Database (ORD), a public repository of structured organic reaction records. Task: describe an organic reaction: reactants, conditions, products, and yield Reactants: C1(O)=CC(O)=CC=C1 (resorcinol), ice water, C1(=CC=CC2=CC=CC=C12)C(=O)CC(=O)OCC (ethyl 1-naphthoylacetate), Cl (hydrogen chloride). Run in C(C)O (ethanol). The product is OC1=CC=C2C(=CC(OC2=C1)=O)C1=CC=CC2=CC=CC=C12 (7-Hydroxy-4-(1-naphthyl)coumarin). RXN SMILES: [C:1]1([CH:8]=[CH:7][CH:6]=[C:4]([OH:5])[CH:3]=1)[OH:2].[C:9]1([C:19]([CH2:21][C:22](OCC)=[O:23])=O)[C:18]2[C:13](=[CH:14][CH:15]=[CH:16][CH:17]=2)[CH:12]=[CH:11][CH:10]=1.Cl>C(O)C>[OH:2][C:1]1[CH:3]=[C:4]2[C:6]([C:19]([C:9]3[C:18]4[C:13](=[CH:14][CH:15]=[CH:16][CH:17]=4)[CH:12]=[CH:11][CH:10]=3)=[CH:21][C:22](=[O:23])[O:5]2)=[CH:7][CH:8]=1. Procedure: A solution of resorcinol (4.84 g., 0.041 moles) and ethyl 1-naphthoylacetate (10 g., 0.041 moles) in ethanol (50 ml.) was saturated with hydrogen chloride at room temperature (cooling with ice/water) and left to stand in s stoppered flask for 24 hours. The solution was filtered to give the required coumarin as an orange solid (7.8 g., 66%, m.p. 292°-295° C.